This data is from the Open Reaction Database (ORD), a public repository of structured organic reaction records. The task is: describe an organic reaction: reactants, conditions, products, and yield Starting materials: ClC1=NC=C(C=C1)I (2-chloro-5-iodopyridine), 2.1, [N+](=O)([O-])C1=C(C=O)C=C(C=C1)Cl (2-nitro-5-chlorobenzaldehyde). Run in C1CCOC1 (THF), C1CCOC1 (THF). Conditions: temperature -45 celsius, time 5 minute. Yields the product ClC=1C=CC(=C(C1)C(O)C=1C=NC(=CC1)Cl)[N+](=O)[O-] ((5-chloro-2-nitro-phenyl)-(6-chloro-pyridin-3-yl)-methanol). Reaction SMILES: [Cl:1][C:2]1[CH:7]=[CH:6][C:5](I)=[CH:4][N:3]=1.[N+:9]([C:12]1[CH:19]=[CH:18][C:17]([Cl:20])=[CH:16][C:13]=1[CH:14]=[O:15])([O-:11])=[O:10]>C1COCC1>[Cl:20][C:17]1[CH:18]=[CH:19][C:12]([N+:9]([O-:11])=[O:10])=[C:13]([CH:14]([C:5]2[CH:4]=[N:3][C:2]([Cl:1])=[CH:7][CH:6]=2)[OH:15])[CH:16]=1. Procedure: A solution of 1.0 g 2-chloro-5-iodopyridine (4.1 mmol, 1.0 eq.) in 10 mL anhyd. THF was stirred at −40° C. to −50° C. After five minutes, 2.2 mL of 2.1 MiPrMgBr/THF (4.6 mmol, 1.1 eq.) were added drop wise over 1 minute and the reaction mixture is maintained at −40 to −50° C. for 30 minutes. 1.3 g 2-nitro-5-chlorobenzaldehyde (7.0 mmol, 1.7 eq.) was then added and the reaction was maintained at −50° C. After 1 hour, the reaction was allowed to warm to −10° C., and quenched with 50 mL saturated b...